From a dataset of the Open Reaction Database (ORD), a public repository of structured organic reaction records. describe an organic reaction: reactants, conditions, products, and yield Reactants: N1=CC=CC=C1 (Pyridine), aqueous solution, C(C)N (ethylamine), NC=1C(=CC(=C(C1)N1C=C(C(C2=CC(=C(C(=C12)C)F)[N+](=O)[O-])=O)C(=O)O)F)F (1-(5-amino-2,4-difluorophenyl)-7-fluoro-8-methyl-6-nitro-4-oxo-1,4-dihydroquinoline-3-carboxylic acid). Solvent: C(C)OCC (Diethyl ether). Reaction conditions: temperature 50 celsius, time 3 hour. Product: NC=1C(=CC(=C(C1)N1C=C(C(C2=CC(=C(C(=C12)C)NCC)[N+](=O)[O-])=O)C(=O)O)F)F (1-(5-Amino-2,4-difluorophenyl)-7-ethylamino-8-methyl-6-nitro-4-oxo-1,4-dihydroquinoline-3-carboxylic Acid). Yield: 64.1%. RXN SMILES: [N:1]1C=CC=[CH:3][CH:2]=1.C(N)C.[NH2:10][C:11]1[C:12]([F:37])=[CH:13][C:14]([F:36])=[C:15]([N:17]2[C:26]3[C:21](=[CH:22][C:23]([N+:29]([O-:31])=[O:30])=[C:24](F)[C:25]=3[CH3:27])[C:20](=[O:32])[C:19]([C:33]([OH:35])=[O:34])=[CH:18]2)[CH:16]=1>C(OCC)C>[NH2:10][C:11]1[C:12]([F:37])=[CH:13][C:14]([F:36])=[C:15]([N:17]2[C:26]3[C:21](=[CH:22][C:23]([N+:29]([O-:31])=[O:30])=[C:24]([NH:1][CH2:2][CH3:3])[C:25]=3[CH3:27])[C:20](=[O:32])[C:19]([C:33]([OH:35])=[O:34])=[CH:18]2)[CH:16]=1. Procedure details: Pyridine (300 mg) and a 70% aqueous solution (150 mg) of ethylamine were added to 1-(5-amino-2,4-difluorophenyl)-7-fluoro-8-methyl-6-nitro-4-oxo-1,4-dihydroquinoline-3-carboxylic acid (110 mg), and the mixture was stirred at 50° C. for 3 hours. Diethyl ether was added to the reaction mixture, followed by stirring. A supernatant liquid was removed, and solids deposited were recrystallized from N,N-dimethylformamide. The solids were collected by filtration and washed with ethanol to obtain the tit...